This data is from the Open Reaction Database (ORD), a public repository of structured organic reaction records. The task is: describe an organic reaction: reactants, conditions, products, and yield Reaction SMILES: [C:1](NC(N)=N)#[N:2].[Cl:7][C:8]1[CH:13]=[CH:12][C:11]([N:14]=[C:15]=[N:16][C:17]2[CH:22]=[CH:21][C:20]([F:23])=[CH:19][C:18]=2[Cl:24])=[C:10]([O:25][Si](C(C)(C)C)(C)C)[C:9]=1[S:33]([N:36]([CH3:38])[CH3:37])(=[O:35])=[O:34].[N:39]#CN.C(N(CC)C(C)C)(C)C.[F-].[Cs+]>>[Cl:7][C:8]1[CH:13]=[CH:12][C:11]([N:14]([C:1]#[N:2])[C:15]([NH:16][C:17]2[CH:22]=[CH:21][C:20]([F:23])=[CH:19][C:18]=2[Cl:24])=[NH:39])=[C:10]([OH:25])[C:9]=1[S:33]([N:36]([CH3:37])[CH3:38])(=[O:35])=[O:34] |f:4.5|. Starting materials: C(#N)NC(=N)N (cyanoguanidine), C(C)(C)N(C(C)C)CC (N,N-diisopropylethylamine), [F-].[Cs+] (Cesium fluoride), ClC1=C(C(=C(C=C1)N=C=NC1=C(C=C(C=C1)F)Cl)O[Si](C)(C)C(C)(C)C)S(=O)(=O)N(C)C (N-[4-chloro-2-tert-butyldimethylsilyloxy-3-(N″,N″-dimethylaminosulfonyl)phenyl]N′-(2-chloro4-fluorophenyl)carbodiimide), N#CN (cyanamide). Procedure: Following the general procedure for cyanoguanidine formation outlined in example 12, N-[4-chloro-2-tert-butyldimethylsilyloxy-3-(N″,N″-dimethylaminosulfonyl)phenyl]N′-(2-chloro4-fluorophenyl)carbodiimide (420 mg, 0.81 mmol), cyanamide (136 mg, 3.24 mmol) and N,N-diisopropylethylamine (126 mg, 1.62 mmol) were reacted, followed by desilylation with Cesium fluoride (148 mg, 1.62 mmol) to form the desired product (180 mg, 50%). EI-MS m/z 446.2 (M+). Isolated yield 50.0%. The product is ClC1=C(C(=C(C=C1)N(C(=N)NC1=C(C=C(C=C1)F)Cl)C#N)O)S(=O)(=O)N(C)C (N-[4-Chloro-2-hydroxy-3-(N″,N″-dimethylaminosulfonyl)phenyl]-N′-(2-chloro-4-fluorophenyl)cyanoguanidine). Starting materials: BrC1=CC=C2CCCC(C2=C1)=O (7-bromo-3,4-dihydro-2H-naphthalen-1-one), N1CCCC1 (pyrrolidine), C(C)(C)(C)P(C1=C(C=CC=C1)C1=CC=CC=C1)C(C)(C)C (2-(di-t-butylphosphino)-biphenyl), CC(C)([O-])C.[Na+] (sodium tert-butoxide). Reagents/catalysts: C=1C=CC(=CC1)/C=C/C(=O)/C=C/C2=CC=CC=C2.C=1C=CC(=CC1)/C=C/C(=O)/C=C/C2=CC=CC=C2.C=1C=CC(=CC1)/C=C/C(=O)/C=C/C2=CC=CC=C2.[Pd].[Pd] (Pd2(dba)3). The solvent is ClCCl (dichloromethane), C1(=CC=CC=C1)C (toluene). Yields the product N1(CCCC1)C1=CC=C2CCCC(C2=C1)=O (7-pyrrolidin-1-yl-3,4-dihydro-2H-naphthalen-1-one). RXN SMILES: Br[C:2]1[CH:11]=[C:10]2[C:5]([CH2:6][CH2:7][CH2:8][C:9]2=[O:12])=[CH:4][CH:3]=1.[NH:13]1[CH2:17][CH2:16][CH2:15][CH2:14]1.C(P(C(C)(C)C)C1C=CC=CC=1C1C=CC=CC=1)(C)(C)C.CC(C)([O-])C.[Na+]>ClCCl.C1C=CC(/C=C/C(/C=C/C2C=CC=CC=2)=O)=CC=1.C1C=CC(/C=C/C(/C=C/C2C=CC=CC=2)=O)=CC=1.C1C=CC(/C=C/C(/C=C/C2C=CC=CC=2)=O)=CC=1.[Pd].[Pd].C1(C)C=CC=CC=1>[N:13]1([C:2]2[CH:11]=[C:10]3[C:5]([CH2:6][CH2:7][CH2:8][C:9]3=[O:12])=[CH:4][CH:3]=2)[CH2:17][CH2:16][CH2:15][CH2:14]1 |f:3.4,6.7.8.9.10|. Procedure: A dry flask is charged with 7-bromo-3,4-dihydro-2H-naphthalen-1-one (CAS#32281-97-3, 0.102 g, 0.454 mmol), pyrrolidine (0.065 g, 0.909 mmol), 2-(di-t-butylphosphino)-biphenyl (0.020 g, 0.067 mmol), sodium tert-butoxide (0.087 g, 0.905 mmol) and toluene (3 mL). The flask is evacuated and filled with nitrogen three times. Pd2(dba)3 (0.041 g, 0.045 mmol) is added and the mixture is heated to reflux for 3 hours, whereupon the mixture is cooled to room temperature, diluted with dichloromethane and wa... Starting materials: BrC1=C(C(=NC=2CCN(CC(C21)C)C(C(F)(F)F)=O)OC)N (4-Bromo-2-methoxy-5-methyl-7-(trifluoroacetyl)-6,7,8,9-tetrahydro-5H-pyrido[2,3-d]azepin-3-amine), O (H2O), CO (MeOH), C(=O)([O-])[O-].[K+].[K+] (K2CO3), CO (MeOH). Run in C(=O)(O)[O-].[Na+] (NaHCO3). Product: BrC1=C(C(=NC=2CCNCC(C21)C)OC)N (4-bromo-2-methoxy-5-methyl-6,7,8,9-tetrahydro-5H-pyrido[2,3-d]azepin-3-amine). The yield is 86.2%. As a reaction SMILES: [Br:1][C:2]1[C:12]2[CH:11]([CH3:13])[CH2:10][N:9](C(=O)C(F)(F)F)[CH2:8][CH2:7][C:6]=2[N:5]=[C:4]([O:20][CH3:21])[C:3]=1[NH2:22].C([O-])([O-])=O.[K+].[K+].CO.O>C([O-])(O)=O.[Na+]>[Br:1][C:2]1[C:12]2[CH:11]([CH3:13])[CH2:10][NH:9][CH2:8][CH2:7][C:6]=2[N:5]=[C:4]([O:20][CH3:21])[C:3]=1[NH2:22] |f:1.2.3,6.7|. Reported procedure: A solution of NBS (1.16 g, 6.50 mmol) in DCM (40 ml) was added dropwise to a stirred and cooled (0-5° C.) solution of 2-methoxy-5-methyl-7-(trifluoroacetyl)-6,7,8,9-tetrahydro-5H-pyrido[2,3-d]azepin-3-amine (1.97 g, 6.50 mmol) in DCM (40 ml) over a period of 20 min. After 30 minutes of stirring, the reaction was quenched with sat. aq. NaHCO3 and extracted with DCM. The organic layer was dried, concentrated in vacuo and purified by column chromatography to provide 920 mg (37%) of 4-bromo-2-methox... Product: CNS(=O)(=O)c1ccc(N)cc1. Starting materials: CO, CNS(=O)(=O)c1ccc([N+](=O)[O-])cc1. RXN SMILES: [CH3:15][OH:16].[CH3:1][NH:2][S:3](=[O:4])(=[O:5])[c:6]1[cH:7][cH:8][c:9]([N+:12]([O-:13])=[O:14])[cH:10][cH:11]1>>[CH3:1][NH:2][S:3](=[O:4])(=[O:5])[c:6]1[cH:7][cH:8][c:9]([NH2:12])[cH:10][cH:11]1. Starting materials: CC(C)(C)OC(C)=O (Acetic acid 1,1-dimethylethyl ester), Cl(=O)(=O)(=O)O (perchloric acid), N[C@@H](CCC(=O)O)C(=O)O (L-glutamic acid), C(=O)([O-])[O-].[K+].[K+] (K2CO3), [OH-].[Na+] (NaOH). Solvent: O (H2O). Product: CC(C)(C)OC([C@@H](N)CCC(=O)OC(C)(C)C)=O (L-Glutamic acid bis(1,1-dimethylethyl) ester). The yield is 40.7%. RXN SMILES: [CH3:1][C:2](OC(=O)C)([CH3:4])[CH3:3].Cl(O)(=O)(=O)=O.[NH2:14][C@H:15]([C:21]([OH:23])=[O:22])[CH2:16][CH2:17][C:18]([OH:20])=[O:19].C([O-])([O-])=O.[K+].[K+].[OH-].[Na+]>O>[CH3:1][C:2]([O:22][C:21](=[O:23])[C@H:15]([CH2:16][CH2:17][C:18]([O:20][C:2]([CH3:1])([CH3:3])[CH3:4])=[O:19])[NH2:14])([CH3:4])[CH3:3] |f:3.4.5,6.7|. Procedure: Acetic acid 1,1-dimethylethyl ester (1742 g; 2 L; 15 mol) (commercial product), 70% aq. perchloric acid (51 mL; 0.59 mol) and L-glutamic acid (78.8 g; 0.54 mol) (commercial product) were stirred at 25° C. over 5 days. After addition of a solution of K2CO3 (41.46 g, 0.3 mol) in H2O (140 mL) to the reaction mixture, the organic phase was separated, washed with water (2×500 mL), dried (NaSO4) and concentrated to dryness. The residue (27.2 g) was dissolved in Et2O (200 mL) and extracted with 1N HCl ... Starting materials: BrC=1C=CC=2N(C1)C=CN2 (6-bromoimidazo[1,2-a]pyridine), FC1=CC=C(C=C1)C1=NN(C=C1B(O)O)C(C1=CC=CC=C1)(C1=CC=CC=C1)C1=CC=CC=C1 (3-(4-fluorophenyl)-1-trityl-1H-4-pyrazolylboronic acid), tetrakistriphenyl phosphine palladium, C(C)O (ethanol), C([O-])([O-])=O.[Na+].[Na+] (sodium carbonate). Solvent: C(C)(=O)OCC (ethyl acetate), C1(=CC=CC=C1)C (toluene). Yields the product FC1=CC=C(C=C1)C1=NN(C=C1C=1C=CC=2N(C1)C=CN2)C(C2=CC=CC=C2)(C2=CC=CC=C2)C2=CC=CC=C2 (6-[3-(4-Fluorophenyl)-1-trityl-1H-pyrazolyl]imidazo[1,2-a]-pyridine). Isolated yield 80.0%. As a reaction SMILES: Br[C:2]1[CH:3]=[CH:4][C:5]2[N:6]([CH:8]=[CH:9][N:10]=2)[CH:7]=1.[F:11][C:12]1[CH:17]=[CH:16][C:15]([C:18]2[C:22](B(O)O)=[CH:21][N:20]([C:26]([C:39]3[CH:44]=[CH:43][CH:42]=[CH:41][CH:40]=3)([C:33]3[CH:38]=[CH:37][CH:36]=[CH:35][CH:34]=3)[C:27]3[CH:32]=[CH:31][CH:30]=[CH:29][CH:28]=3)[N:19]=2)=[CH:14][CH:13]=1.C(O)C.C(=O)([O-])[O-].[Na+].[Na+]>C(OCC)(=O)C.C1(C)C=CC=CC=1>[F:11][C:12]1[CH:13]=[CH:14][C:15]([C:18]2[C:22]([C:2]3[CH:3]=[CH:4][C:5]4[N:6]([CH:8]=[CH:9][N:10]=4)[CH:7]=3)=[CH:21][N:20]([C:26]([C:39]3[CH:40]=[CH:41][CH:42]=[CH:43][CH:44]=3)([C:33]3[CH:34]=[CH:35][CH:36]=[CH:37][CH:38]=3)[C:27]3[CH:32]=[CH:31][CH:30]=[CH:29][CH:28]=3)[N:19]=2)=[CH:16][CH:17]=1 |f:3.4.5|. Reported procedure: 2.2 g 6-bromoimidazo[1,2-a]pyridine, 6 g 3-(4-fluorophenyl)-1-trityl-1H-4-pyrazolylboronic acid (compound in Production Example 25), and 647 mg tetrakistriphenyl phosphine palladium were heated in a solution mixture of 30 mL ethanol, 30 mL toluene and 17 mL of 2 N aqueous sodium carbonate at 80° C. for 2 hours in a stream of nitrogen. The reaction solution was cooled to room temperature, ethyl acetate was added thereto, and the organic layer was dried over magnesium sulfate. After filtration, th... Reactants: CC1=C(C(=CC=C1)C)C=1NC2=C(N1)C=CC(=C2)CO ([2-(2,6-dimethylphenyl)-3H-benzoimidazol-5-yl]-methanol). Reagents/catalysts: O=[Mn]=O (MnO2). Run in C1CCOC1 (THF). Conditions: time 4 hour. Product: CC1=C(C(=CC=C1)C)C=1NC2=C(N1)C=CC(=C2)C=O (2-(2,6-dimethyl-phenyl)-3H-benzoimidazole-5-carbaldehyde). Reaction SMILES: [CH3:1][C:2]1[CH:7]=[CH:6][CH:5]=[C:4]([CH3:8])[C:3]=1[C:9]1[NH:10][C:11]2[CH:17]=[C:16]([CH2:18][OH:19])[CH:15]=[CH:14][C:12]=2[N:13]=1>C1COCC1.O=[Mn]=O>[CH3:1][C:2]1[CH:7]=[CH:6][CH:5]=[C:4]([CH3:8])[C:3]=1[C:9]1[NH:10][C:11]2[CH:17]=[C:16]([CH:18]=[O:19])[CH:15]=[CH:14][C:12]=2[N:13]=1. Procedure details: A mixture of [2-(2,6-dimethylphenyl)-3H-benzoimidazol-5-yl]-methanol (750 mg) and MnO2 (5 g) in THF (10 mL) was stirred at ambient temperature for 4 h. The mixture was filtered through Celite and the filtrate evaporated to give 2-(2,6-dimethyl-phenyl)-3H-benzoimidazole-5-carbaldehyde as an oil. MS (ESI)m/z 251 (M+H). Reactants: C1=CC=C(C=C1)P(C2=CC=CC=C2)C3=CC=CC=C3 (Ph3P), C(C)OC(CC(C=CC)C=1C=NC2=CC=CC=C2C1)=O (3-(Quinolin-3-yl)-hex-4-enoic acid ethyl ester), C(=O)(C(F)(F)F)O (TFA), O=[O+][O-] (O3). Run in C(Cl)Cl (CH2Cl2). Conditions: time 30 minute. Yields the product C(C)OC(CC(C=O)C=1C=NC2=CC=CC=C2C1)=O (4-Oxo-3-(quinolin-3-yl)-butyric acid ethyl ester). As a reaction SMILES: [CH2:1]([O:3][C:4](=[O:20])[CH2:5][CH:6]([C:10]1[CH:11]=[N:12][C:13]2[C:18]([CH:19]=1)=[CH:17][CH:16]=[CH:15][CH:14]=2)[CH:7]=CC)[CH3:2].C(O)(C(F)(F)F)=[O:22].O=[O+][O-].C1C=CC(P(C2C=CC=CC=2)C2C=CC=CC=2)=CC=1>C(Cl)Cl>[CH2:1]([O:3][C:4](=[O:20])[CH2:5][CH:6]([C:10]1[CH:11]=[N:12][C:13]2[C:18]([CH:19]=1)=[CH:17][CH:16]=[CH:15][CH:14]=2)[CH:7]=[O:22])[CH3:2]. Reported procedure: A solution of 22-3 (1.0 g, 3.7 mmol), TFA (0.06 mL, 3.9 mmol), and sudan red (0.5 mg) in anhydrous CH2Cl2 (50 mL) was cooled to −78° and treated with O3 until the sudan red color disappeared (5 min). Solid Ph3P (1.4 g, 5.6 mmol) was added and the solution warmed to room temperature. After 30 min., the solution was washed with sat. NaHCO3, dried, filtered, and evaporated. Chromatography on silica gel (10% acetone/EtOAc) afforded 22-4 as colorless glass. The reactants are C(C)(=O)C1(CC1)C(=O)OC(C)(C)C (tert-Butyl 1-acetyl-1-cyclopropanecarboxylate), [Cl-].[NH4+] (ammonium chloride), [C-]#N.[Na+] (sodium cyanide). Solvent: solution, N (ammonia), CO (methanol), N (ammonia). Reaction conditions: time 18 hour. Yields the product NC(C)(C#N)C1(CC1)C(=O)OC(C)(C)C (tert-Butyl 1-(1-amino-1-cyanoethyl)-1-cyclopropanecarboxylate). As a reaction SMILES: [C:1]([C:4]1([C:7]([O:9][C:10]([CH3:13])([CH3:12])[CH3:11])=[O:8])[CH2:6][CH2:5]1)(=O)[CH3:2].[Cl-].[NH4+:15].[C-:16]#[N:17].[Na+]>N.CO>[NH2:15][C:1]([C:4]1([C:7]([O:9][C:10]([CH3:13])([CH3:12])[CH3:11])=[O:8])[CH2:6][CH2:5]1)([C:16]#[N:17])[CH3:2] |f:1.2,3.4|. Reported procedure: tert-Butyl 1-acetyl-1-cyclopropanecarboxylate (9.21 g, 50.0 mmol) was dissolved in a 7N solution of ammonia in methanol (300 mL), and to this solution in an ice bath were added concentrated ammonia solution (90 mL), ammonium chloride (53.5 g, 1.00 mol), and sodium cyanide (4.90 g, 100.0 mmol). The mixture was stirred at room temperature for 18 hours, and the solvent was concentrated under reduced pressure. To the concentrate was added water (100 mL), and the solution was extracted with dichlorom...